Dataset: the Open Reaction Database (ORD), a public repository of structured organic reaction records. Task: describe an organic reaction: reactants, conditions, products, and yield Starting materials: C(C)(C)(C)OC(N[C@@H]1CN(CC1)C(=O)C1=CN=C2N1C=C(C=C2)N2[C@@H](CCC2)C2=C(C=CC(=C2)F)F)=O (tert-butyl((S)-1-(6-((S)-2-(2,5-difluorophenyl)pyrrolidin-1-yl)imidazo[1,2-a]pyridine-3-carbonyl)pyrrolidin-3-yl)carbamate), Cl.O1CCOCC1 (Dioxane HCl). The solvent is O1CCOCC1 (Dioxane). Reaction conditions: time 2 hour. Product: N[C@@H]1CN(CC1)C(=O)C1=CN=C2N1C=C(C=C2)N2[C@@H](CCC2)C2=C(C=CC(=C2)F)F (((S)-3-aminopyrrolidin-1-yl)(6-((S)-2-(2,5-difluorophenyl)pyrrolidin-1-yl)imidazo[1,2-a]pyridin-3-yl)methanone). Isolated yield 54.9%. RXN SMILES: C(OC(=O)[NH:7][C@H:8]1[CH2:12][CH2:11][N:10]([C:13]([C:15]2[N:19]3[CH:20]=[C:21]([N:24]4[CH2:28][CH2:27][CH2:26][C@H:25]4[C:29]4[CH:34]=[C:33]([F:35])[CH:32]=[CH:31][C:30]=4[F:36])[CH:22]=[CH:23][C:18]3=[N:17][CH:16]=2)=[O:14])[CH2:9]1)(C)(C)C.Cl.O1CCOCC1>O1CCOCC1>[NH2:7][C@H:8]1[CH2:12][CH2:11][N:10]([C:13]([C:15]2[N:19]3[CH:20]=[C:21]([N:24]4[CH2:28][CH2:27][CH2:26][C@H:25]4[C:29]4[CH:34]=[C:33]([F:35])[CH:32]=[CH:31][C:30]=4[F:36])[CH:22]=[CH:23][C:18]3=[N:17][CH:16]=2)=[O:14])[CH2:9]1 |f:1.2|. Procedure details: To a stirred solution of tert-butyl((S)-1-(6-((S)-2-(2,5-difluorophenyl)pyrrolidin-1-yl)imidazo[1,2-a]pyridine-3-carbonyl)pyrrolidin-3-yl)carbamate (Isomer-II) (prepared by method similar to Example-1, employing (S)-tert-butyl pyrrolidin-3-ylcarbamate as amine followed by chiral separation in LUXAMYLOSE-2 column with eluent 1:1 Hexane:Ethanol isocratic solution) (0.16 g, 0.31 mmol), in Dioxane (2 mL), cooled to 5-10° C. was added Dioxane HCl (4 Molar) (2 mL) and stirred for 2 h at room temperatu... The reactants are C(#N)C1=CC(=C(C=C1)B(O)O)C ((4-cyano-2-methyl-phenyl)boronic acid), N[C@@H]1[C@H](CCCC1)O ((1S,2S)-2-aminocyclohexan-1-ol), C[Si](C)(C)[N-][Si](C)(C)C.[Na+] (NaHMDS), IC1COC1 (3-iodooxetane). Reagents/catalysts: [Ni](I)I (nickel iodide). Run in C(C)(C)O (isopropanol), C(C)(C)O (isopropanol), C(C)O (ethanol). Reaction conditions: temperature 90 celsius. Yields the product CC=1C=C(C#N)C=CC1C1COC1 (3-methyl-4-(oxetan-3-yl)benzonitrile). Isolated yield 1084.7%. As a reaction SMILES: [C:1]([C:3]1[CH:8]=[CH:7][C:6](B(O)O)=[C:5]([CH3:12])[CH:4]=1)#[N:2].N[C@H]1CC[CH2:17][CH2:16][C@@H:15]1[OH:20].C[Si]([N-][Si](C)(C)C)(C)C.[Na+].IC1COC1>C(O)(C)C.C(O)C.[Ni](I)I>[CH3:12][C:5]1[CH:4]=[C:3]([CH:8]=[CH:7][C:6]=1[CH:16]1[CH2:15][O:20][CH2:17]1)[C:1]#[N:2] |f:2.3|. Procedure details: To (4-cyano-2-methyl-phenyl)boronic acid (1.75 g, 10.90 mmol), nickel iodide (0.10 g, 0.33 mmol), (1S,2S)-2-aminocyclohexan-1-ol (0.05 g, 0.33 mmol) and NaHMDS (2.01 g, 10.90 mmol) in isopropanol (10 mL) under an atmosphere of nitrogen was added 3-iodooxetane (1.00 g, 5.40 mmol) in isopropanol (1 mL) via cannula. The reaction mixture was heated at 90° C. for 2 hours, then cooled, diluted with ethanol (20 mL) and filtered over Celite®. The filtrate was concentrated in vacuo, then the residue was ... Starting materials: Cl (HCl), CCOC(=O)C (EtOAc), ClC=1C=C(C(=O)OC)C=CC1OCCC (Methyl 3-chloro-4-(propyloxy)benzoate). Run in C(C)O (ethanol), [OH-].[Na+] (NaOH). Yields the product ClC=1C=C(C(=O)O)C=CC1OCCC (3-Chloro-4-(propyloxy)benzoic acid). Yield: 67.7%. RXN SMILES: [Cl:1][C:2]1[CH:3]=[C:4]([CH:9]=[CH:10][C:11]=1[O:12][CH2:13][CH2:14][CH3:15])[C:5]([O:7]C)=[O:6].Cl.CCOC(C)=O>C(O)C.[OH-].[Na+]>[Cl:1][C:2]1[CH:3]=[C:4]([CH:9]=[CH:10][C:11]=1[O:12][CH2:13][CH2:14][CH3:15])[C:5]([OH:7])=[O:6] |f:4.5|. Procedure details: A solution of methyl 3-chloro-4-(propyloxy)benzoate (D99) (12.22 g, 0.053 mol) in ethanol (40 ml) and 2M NaOH aq. (40 ml) was heated at 60° C. for 3 hours. The reaction was allowed to cool and then left at room temperature over the weekend. The reaction mixture was poured into a mixture of dilute aq. HCl and EtOAc. The organic layer was separated, dried and evaporated to give a solid which was triturated with ether to give the title compound as a white solid (7.7 g). δH (400 MHz, d6-DMSO) 1.00 (...